Task: describe an organic reaction: reactants, conditions, products, and yield. Dataset: the Open Reaction Database (ORD), a public repository of structured organic reaction records Reactants: FC(S(=O)(=O)O)(F)F (trifluoromethanesulfonic acid), liquid, ClC(C(=O)Cl)(Cl)Cl (trichloroacetyl chloride), C(OC)(OC)=O (dimethyl carbonate). Conditions: temperature 90 celsius. The product is FC(S(=O)(=O)OC)(F)F (methyl trifluoromethanesulfonate). Yield: 90.5%. Reaction SMILES: [F:1][C:2]([F:8])([F:7])[S:3]([OH:6])(=[O:5])=[O:4].Cl[C:10](Cl)(Cl)C(Cl)=O.C(=O)(OC)OC>>[F:1][C:2]([F:8])([F:7])[S:3]([O:6][CH3:10])(=[O:5])=[O:4]. Procedure: 17.74 g (0.1182 mol) of trifluoromethanesulfonic acid are introduced into a round-bottomed flask fitted with a reflux condenser. 21.41 g (0.1177 mol) of trichloroacetyl chloride are added over the course of 2 minutes with constant stirring. 10.60 g (0.1177 mol) of dimethyl carbonate are then added over the course of 5 minutes without cooling the mixture. The reaction mixture warms slightly and is heated at 80-100° C. for 7 hours in an oil bath (temperature in the oil bath) with stirring until th...